From a dataset of the Open Reaction Database (ORD), a public repository of structured organic reaction records. describe an organic reaction: reactants, conditions, products, and yield Reactants: C1(CCCC1)CC(C(CCC(=O)C=1SC=CN1)=O)C1=CC=C(C=C1)S(=O)(=O)C (6-cyclopentyl-5-[4-(methylsulfonyl)phenyl]-1-(1,3-thiazol-2-yl)hexane-1,4-dione), C(C)(=O)[O-].[NH4+] (ammonium acetate). Solvent: C(C)(=O)OCC (ethyl acetate), CN(C=O)C (N,N-dimethylformamide). Conditions: temperature 100 celsius, time 1.5 hour. Product: C1(CCCC1)CC(C1=CC=C(C=C1)S(=O)(=O)C)C1=CC=C(N1)C=1SC=CN1 (2-(5-{2-cyclopentyl-1-[4-(methylsulfonyl)phenyl]ethyl}-1H-pyrrol-2-yl)-1,3-thiazole). Yield: 52.4%. Reaction SMILES: [CH:1]1([CH2:6][CH:7]([C:19]2[CH:24]=[CH:23][C:22]([S:25]([CH3:28])(=[O:27])=[O:26])=[CH:21][CH:20]=2)[C:8](=O)[CH2:9][CH2:10][C:11]([C:13]2[S:14][CH:15]=[CH:16][N:17]=2)=O)[CH2:5][CH2:4][CH2:3][CH2:2]1.C([O-])(=O)C.[NH4+:33]>CN(C)C=O.C(OCC)(=O)C>[CH:1]1([CH2:6][CH:7]([C:8]2[NH:33][C:11]([C:13]3[S:14][CH:15]=[CH:16][N:17]=3)=[CH:10][CH:9]=2)[C:19]2[CH:24]=[CH:23][C:22]([S:25]([CH3:28])(=[O:27])=[O:26])=[CH:21][CH:20]=2)[CH2:5][CH2:4][CH2:3][CH2:2]1 |f:1.2|. Procedure: To a solution (5 mL) of 6-cyclopentyl-5-[4-(methylsulfonyl)phenyl]-1-(1,3-thiazol-2-yl)hexane-1,4-dione (300 mg) in N,N-dimethylformamide was added ammonium acetate (310 mg), and the mixture was stirred at 100° C. for 1.5 hr. After cooling to room temperature, the reaction mixture was diluted with ethyl acetate and washed with water. The ethyl acetate layer was washed with saturated aqueous sodium hydrogen carbonate and saturated brine, dried (MgSO4) and concentrated. The residue was subjected t... RXN SMILES: [Br:14][c:15]1[cH:16][cH:17][c:18]([F:26])[c:19]([F:25])[c:20]1[C:21](=[O:22])[O:23][CH3:24].[C:27](=[O:28])([O-:29])[O-:30].[C:39]([O-:40])(=[O:41])[CH3:42].[C:44]([O-:45])(=[O:46])[CH3:47].[CH3:1][c:2]1[n:3][n:4](-[c:8]2[n:9][cH:10][cH:11][cH:12][cH:13]2)[c:5]([NH2:7])[cH:6]1.[CH3:34][N:35]([CH3:36])[CH:37]=[O:38].[CH3:48][C:49](=[O:50])[OH:51].[Cu+2:43].[K+:31].[K+:32].[OH2:33]>>[CH3:1][c:2]1[n:3][n:4](-[c:8]2[n:9][cH:10][cH:11][cH:12][cH:13]2)[c:5]([NH:7][c:15]2[cH:16][cH:17][c:18]([F:26])[c:19]([F:25])[c:20]2[C:21](=[O:22])[O:23][CH3:24])[cH:6]1. Yields the product COC(=O)c1c(Nc2cc(C)nn2-c2ccccn2)ccc(F)c1F. Starting materials: COC(=O)c1c(Br)ccc(F)c1F, O=C([O-])[O-], CC(=O)[O-], CC(=O)[O-], Cc1cc(N)n(-c2ccccn2)n1, CN(C)C=O, CC(=O)O, [Cu+2], [K+], [K+], O. Reactants: ClC1=CC=C(C=C1)C1=NSC2=C1C=CC(=C2)C#CCCOS(=O)(=O)C (Methanesulfonic acid 4-[3-(4-chloro-phenyl)-benzo[d]isothiazol-6-yl]-but-3-ynyl ester). The solvent is CCO.O1CCOCC1 (EtOH dioxane). Product: ClC1=CC=C(C=C1)C1=NSC2=C1C=CC(=C2)CCCCOS(=O)(=O)C (Methanesulfonic acid 4-[3-(4-chloro-phenyl)-benzo[d]isothiazol-6-yl]-butyl ester). RXN SMILES: [Cl:1][C:2]1[CH:7]=[CH:6][C:5]([C:8]2[C:12]3[CH:13]=[CH:14][C:15]([C:17]#[C:18][CH2:19][CH2:20][O:21][S:22]([CH3:25])(=[O:24])=[O:23])=[CH:16][C:11]=3[S:10][N:9]=2)=[CH:4][CH:3]=1>CCO.O1CCOCC1>[Cl:1][C:2]1[CH:7]=[CH:6][C:5]([C:8]2[C:12]3[CH:13]=[CH:14][C:15]([CH2:17][CH2:18][CH2:19][CH2:20][O:21][S:22]([CH3:25])(=[O:24])=[O:23])=[CH:16][C:11]=3[S:10][N:9]=2)=[CH:4][CH:3]=1 |f:1.2|. Procedure: In analogy to example 20.1, Methanesulfonic acid 4-[3-(4-chloro-phenyl)-benzo[d]isothiazol-6-yl]-but-3-ynyl ester in EtOH/dioxane was converted to yield Methanesulfonic acid 4-[3-(4-chloro-phenyl)-benzo[d]isothiazol-6-yl]-butyl ester as a dark brown oil, MS: 396 (MH+, 1Cl). Starting materials: Cl.N1C=NC(=C1)CN1C[C@H](N(CC2=C1C=CC(=C2)C#N)S(=O)(=O)C)CC2=CC=CC=C2 ((R)-2,3,4,5-Tetrahydro-1-(1H-imidazol-4-ylmethyl)-4-(methylsulfonyl)-3-(phenylmethyl)-1H-1,4-benzodiazepine-7-carbonitrile, monohydrochloride), N1=CC(=CC=C1)S(=O)(=O)Cl (3-pyridinesulfonyl chloride). Product: Cl.Cl.Cl.C(#N)C=1C=CC2=C(CN([C@@H](CN2CC=2N=CNC2)CC2=CC=CC=C2)S(=O)(=O)C=2C=NC=CC2)C1 ((R)-7-Cyano-2,3,4,5-tetrahydro-1-(1H-imidazol-4-ylmethyl)-3-(phenylmethyl)-4-(3-pyridinylsulfonyl)-1H-1,4-benzodiazepine, trihydrochloride). Isolated yield 15.0%. RXN SMILES: [ClH:1].[NH:2]1[CH:6]=[C:5]([CH2:7][N:8]2[C:14]3[CH:15]=[CH:16][C:17]([C:19]#[N:20])=[CH:18][C:13]=3[CH2:12][N:11]([S:21]([CH3:24])(=[O:23])=[O:22])[C@H:10]([CH2:25][C:26]3[CH:31]=[CH:30][CH:29]=[CH:28][CH:27]=3)[CH2:9]2)[N:4]=[CH:3]1.[N:32]1[CH:37]=C[CH:35]=[C:34](S([Cl:41])(=O)=O)[CH:33]=1>>[ClH:41].[ClH:1].[ClH:41].[C:19]([C:17]1[CH:16]=[CH:15][C:14]2[N:8]([CH2:7][C:5]3[N:4]=[CH:3][NH:2][CH:6]=3)[CH2:9][C@@H:10]([CH2:25][C:26]3[CH:27]=[CH:28][CH:29]=[CH:30][CH:31]=3)[N:11]([S:21]([C:24]3[CH:37]=[N:32][CH:33]=[CH:34][CH:35]=3)(=[O:22])=[O:23])[CH2:12][C:13]=2[CH:18]=1)#[N:20] |f:0.1,3.4.5.6|. Procedure: Example 387 was prepared as a yellow solid in 15% yield from Compound C of Example 248 and 3-pyridinesulfonyl chloride as described for Example 284. The reactants are O=C(OC(Cl)(Cl)Cl)Cl (diphosgene), NC=1C=CC(=C(C(=O)OC(C(=O)OCC)(C)C)C1)Cl (ethyl 2-(5-amino-2-chloro-benzoyloxy)-2-methyl-propionate). Solvent: C(C)(=O)OCC (ethyl acetate), C(C)(=O)OCC (ethyl acetate). The product is ClC1=C(C(=O)OC(C(=O)OCC)(C)C)C=C(C=C1)N=C=O (ethyl 2-(2-chloro-5-isocyanato-benzoyloxy)-2-methyl-propionate). RXN SMILES: [O:1]=[C:2](Cl)OC(Cl)(Cl)Cl.[NH2:9][C:10]1[CH:11]=[CH:12][C:13]([Cl:27])=[C:14]([CH:26]=1)[C:15]([O:17][C:18]([CH3:25])([CH3:24])[C:19]([O:21][CH2:22][CH3:23])=[O:20])=[O:16]>C(OCC)(=O)C>[Cl:27][C:13]1[CH:12]=[CH:11][C:10]([N:9]=[C:2]=[O:1])=[CH:26][C:14]=1[C:15]([O:17][C:18]([CH3:24])([CH3:25])[C:19]([O:21][CH2:22][CH3:23])=[O:20])=[O:16]. Procedure: A solution of 40 g of diphosgene in 150 ml of ethyl acetate is heated to 65° C. while stirring. To this solution is added dropwise a solution of 40 g of ethyl 2-(5-amino-2-chloro-benzoyloxy)-2-methyl-propionate in 70 ml of ethyl acetate. After completion of the addition the reaction mixture is heated to reflux temperature for 3 hours. Thereafter, the solvent is distilled off. The residue is distilled in a bulb-tube at 200°-230° C. and 0.1 torr. In this manner there is obtained ethyl 2-(2-chloro-... Reactants: COC(=O)Cc1ccc(C#Cc2cc(C(=O)OCC(C)(C)C)c3c(c2)C(C)(C)CC(C)(C)O3)cc1, CCO, Cl, [Li+], C1CCOC1, [OH-], O. Product: CC(C)(C)COC(=O)c1cc(C#Cc2ccc(CC(=O)O)cc2)cc2c1OC(C)(C)CC2(C)C. As a reaction SMILES: [CH3:1][C:2]([CH2:3][O:4][C:5](=[O:6])[c:7]1[cH:8][c:9]([C:21]#[C:22][c:23]2[cH:24][cH:25][c:26]([CH2:29][C:30](=[O:31])[O:32][CH3:33])[cH:27][cH:28]2)[cH:10][c:11]2[c:16]1[O:15][C:14]([CH3:17])([CH3:18])[CH2:13][C:12]2([CH3:19])[CH3:20])([CH3:34])[CH3:35].[CH3:39][CH2:40][OH:41].[ClH:38].[Li+:36].[O:42]1[CH2:43][CH2:44][CH2:45][CH2:46]1.[OH-:37].[OH2:47]>>[CH3:1][C:2]([CH2:3][O:4][C:5](=[O:6])[c:7]1[cH:8][c:9]([C:21]#[C:22][c:23]2[cH:24][cH:25][c:26]([CH2:29][C:30](=[O:31])[OH:32])[cH:27][cH:28]2)[cH:10][c:11]2[c:16]1[O:15][C:14]([CH3:17])([CH3:18])[CH2:13][C:12]2([CH3:19])[CH3:20])([CH3:34])[CH3:35].